describe an organic reaction: reactants, conditions, products, and yield From a dataset of the Open Reaction Database (ORD), a public repository of structured organic reaction records. The reactants are CC(=CCOC1=CC=C(OCCNC(OCC)=O)C=C1)C (ethyl N-{2-[4-(3-methyl-2-butenoxy)phenoxy]ethyl}carbamate), ClC1=CC(=CC=C1)C(=O)OO (m-chloroperbenzoic acid), CCOCC (Ether), O (water). Solvent: C(Cl)Cl (methylene chloride). Conditions: time 1 hour. The product is CC1(C(COC2=CC=C(OCCNC(OCC)=O)C=C2)O1)C (ethyl N-{2-[4-(3-methyl-2,3-epoxybutoxy)phenoxy]ethyl}carbamate), compound 27. RXN SMILES: [CH3:1][C:2]([CH3:21])=[CH:3][CH2:4][O:5][C:6]1[CH:20]=[CH:19][C:9]([O:10][CH2:11][CH2:12][NH:13][C:14](=[O:18])[O:15][CH2:16][CH3:17])=[CH:8][CH:7]=1.ClC1C=CC=C(C(OO)=[O:30])C=1.CCOCC.O>C(Cl)Cl>[CH3:21][C:2]1([CH3:1])[O:30][CH:3]1[CH2:4][O:5][C:6]1[CH:20]=[CH:19][C:9]([O:10][CH2:11][CH2:12][NH:13][C:14](=[O:18])[O:15][CH2:16][CH3:17])=[CH:8][CH:7]=1. Reported procedure: To ethyl N-{2-[4-(3-methyl-2-butenoxy)phenoxy]ethyl}carbamate (0.46 g, 1.6 mmol) in 10 ml of methylene chloride at 5° is added m-chloroperbenzoic acid (0.29 g, 1.7 mmol) in portions over 15 min. The mixture is stirred at 5° for 1 hour, then allowed to warm to RT and stirred for 1.5 hours longer. Ether is added to the reaction mixture and it is poured into water and washed with 10% sodium sulfite, with saturated sodium bicarbonate, with water until neutral and with brine. The organic layer is dri... Starting materials: CC1=C(C=NN1C1=CC=C(C=C1)C(F)(F)F)C(=O)Cl (5-methyl-1-(4-trifluoromethylphenyl) pyrazole-4-carboxylic chloride), CC=1C=C(N)C=CC1N1CCC(CC1)N1CCOCC1 (3-methyl-4-(4-morpholinopiperidin-1-yl)aniline). Product: CC1=C(C=NN1C1=CC=C(C=C1)C(F)(F)F)C(=O)NC1=CC(=C(C=C1)N1CCC(CC1)N1CCOCC1)C (5-Methyl-N-[3-methyl-4-(4-morpholinopiperidin-1-yl)phenyl]-1-(4-trifluoromethylphenyl)pyrazole-4-carboxamide). Isolated yield 60.4%. RXN SMILES: [CH3:1][C:2]1[N:6]([C:7]2[CH:12]=[CH:11][C:10]([C:13]([F:16])([F:15])[F:14])=[CH:9][CH:8]=2)[N:5]=[CH:4][C:3]=1[C:17](Cl)=[O:18].[CH3:20][C:21]1[CH:22]=[C:23]([CH:25]=[CH:26][C:27]=1[N:28]1[CH2:33][CH2:32][CH:31]([N:34]2[CH2:39][CH2:38][O:37][CH2:36][CH2:35]2)[CH2:30][CH2:29]1)[NH2:24]>>[CH3:1][C:2]1[N:6]([C:7]2[CH:12]=[CH:11][C:10]([C:13]([F:16])([F:15])[F:14])=[CH:9][CH:8]=2)[N:5]=[CH:4][C:3]=1[C:17]([NH:24][C:23]1[CH:25]=[CH:26][C:27]([N:28]2[CH2:29][CH2:30][CH:31]([N:34]3[CH2:39][CH2:38][O:37][CH2:36][CH2:35]3)[CH2:32][CH2:33]2)=[C:21]([CH3:20])[CH:22]=1)=[O:18]. Procedure details: By the reaction and treatment the same manner as in Example 150 using 5-methyl-1-(4-trifluoromethylphenyl) pyrazole-4-carboxylic chloride (1.0 g) and 3-methyl-4-(4-morpholinopiperidin-1-yl)aniline (0.95 g), the title compound (1.1 g) was obtained, melting point: 252–255° C. The reactants are NC=1C=C(C=CC1N)C=1C=CC2=C(CN(CCO2)C(=O)OCC=C)C1 (Prop-2-en-1-yl 7-(3,4-diaminophenyl)-2,3-dihydro-1,4-benzoxazepine-4(5H)-carboxylate), 1,3-(dimethoxycarbonyl)-2-methyl-2-thiopseudourea. Run in C(C)(=O)O (acetic acid). Reaction conditions: temperature 80 celsius. Product: COC(=O)NC1=NC2=C(N1)C=CC(=C2)C=2C=CC1=C(CN(CCO1)C(=O)OCC=C)C2 (prop-2-en-1-yl 7-(2-{[(methyloxy)carbonyl]amino}-1H-benzimidazol-5-yl)-2,3-dihydro-1,4-benzoxazepine-4(5H)-carboxylate). The yield is 205.8%. Reaction SMILES: [NH2:1][C:2]1[CH:3]=[C:4]([C:9]2[CH:10]=[CH:11][C:12]3[O:18][CH2:17][CH2:16][N:15]([C:19]([O:21][CH2:22][CH:23]=[CH2:24])=[O:20])[CH2:14][C:13]=3[CH:25]=2)[CH:5]=[CH:6][C:7]=1[NH2:8]>C(O)(=O)C>[CH3:22][O:21][C:19]([NH:15][C:14]1[NH:8][C:7]2[CH:6]=[CH:5][C:4]([C:9]3[CH:10]=[CH:11][C:12]4[O:18][CH2:17][CH2:16][N:15]([C:19]([O:21][CH2:22][CH:23]=[CH2:24])=[O:20])[CH2:14][C:13]=4[CH:25]=3)=[CH:3][C:2]=2[N:1]=1)=[O:20]. Reported procedure: Prop-2-en-1-yl 7-(3,4-diaminophenyl)-2,3-dihydro-1,4-benzoxazepine-4(5H)-carboxylate (2.7 g, 7.96 mmol) was taken into glacial acetic acid (15 mL) followed by addition of 1,3-(dimethoxycarbonyl)-2-methyl-2-thiopseudourea (1.81 g, 8.8 mmol) and the mixture was heated to 80° C. for 30 minutes then concentrated to a thick residue. The residue was treated with saturated aqueous sodium bicarbonate and the aqueous mixture basified with portionwise addition of solid sodium bicarbonate with pH 8-9. The ... Reactants: ClC1=CC(=CC(=C1)[N+](=O)[O-])[N+](=O)[O-] (1-Chloro-3,5-dinitro-benzene), OC1=CC=C(C=C1)NC(C)=O (N-(4-hydroxyphenyl)acetamide), C(=O)([O-])[O-].[K+].[K+] (K2CO3). Solvent: CN(C)C=O (DMF), O (H2O). Product: ClC=1C=C(OC2=CC=C(C=C2)NC(C)=O)C=C(C1)[N+](=O)[O-] (N-[4-(3-Chloro-5-nitro-phenoxy)-phenyl]-acetamide). The yield is 92.7%. RXN SMILES: [Cl:1][C:2]1[CH:7]=[C:6]([N+:8]([O-:10])=[O:9])[CH:5]=[C:4]([N+]([O-])=O)[CH:3]=1.[OH:14][C:15]1[CH:20]=[CH:19][C:18]([NH:21][C:22](=[O:24])[CH3:23])=[CH:17][CH:16]=1.C([O-])([O-])=O.[K+].[K+]>CN(C=O)C.O>[Cl:1][C:2]1[CH:3]=[C:4]([CH:5]=[C:6]([N+:8]([O-:10])=[O:9])[CH:7]=1)[O:14][C:15]1[CH:16]=[CH:17][C:18]([NH:21][C:22](=[O:24])[CH3:23])=[CH:19][CH:20]=1 |f:2.3.4|. Reported procedure: The product from Example 193a (1.06 g, 5.2 mmol), N-(4-hydroxyphenyl)acetamide (0.70 g, 4.5 mmol) and K2CO3 (0.79 g, 5.7 mmol) in DMF (14 ml) was heated at 110° C. for 6 hours. The reaction mixture was cooled to room temperature, diluted with H2O and then extracted with EtOAc. The extract washed with H2O and brine, dried over MgSO4, filtered and concentrated under vacuum giving the crude title compound as a pale brown crystal, which was purified by washing with i-Pr2O to give the desired product... Starting materials: C1(=CC=CC=C1)N1CCC2(OCCO2)CC1 (8-Phenyl-1,4-dioxa-8-azaspiro[4.5]decane), [OH-].[Na+] (sodium hydroxide). Run in C(C)(=O)O (acetic acid), O (water), Cl (hydrochloric acid). Reaction conditions: temperature 50 celsius. Product: C1(=CC=CC=C1)N1CCC(CC1)=O (1-Phenylpiperidin-4-one). RXN SMILES: [C:1]1([N:7]2[CH2:16][CH2:15][C:10]3(OCC[O:11]3)[CH2:9][CH2:8]2)[CH:6]=[CH:5][CH:4]=[CH:3][CH:2]=1.[OH-].[Na+]>C(O)(=O)C.O.Cl>[C:1]1([N:7]2[CH2:8][CH2:9][C:10](=[O:11])[CH2:15][CH2:16]2)[CH:6]=[CH:5][CH:4]=[CH:3][CH:2]=1 |f:1.2|. Reported procedure: 8-Phenyl-1,4-dioxa-8-azaspiro[4.5]decane (18.1 g, 82.5 mmol) was dissolved in a mixture of acetic acid (150 mL), water (150 mL), and conc. hydrochloric acid (38 mL) and the resulting solution was heated to 50° C. for 18 hrs. The reaction mixture was cooled in an ice-water bath, and sodium hydroxide pellets were added in portions until the mixture was neutralized. This mixture was extracted with dichloromethane (3×300 mL) and the combined organic extracts were dried over MgSO4, filtered, and conc... Reaction conditions: time 18 hour. RXN SMILES: [OH:1][C:2]1[CH:3]=[CH:4][C:5]2[CH2:11][C@@H:10]([CH2:12][C:13]([O:15][CH2:16][CH3:17])=[O:14])[C:9]3[CH:18]=[CH:19][CH:20]=[CH:21][C:8]=3[CH2:7][C:6]=2[CH:22]=1.[N:23]1[C:32]2[NH:31][CH2:30][CH2:29][CH2:28][C:27]=2[CH:26]=[CH:25][C:24]=1[CH2:33][CH2:34]O.C1C=CC(P(C2C=CC=CC=2)C2C=CC=CC=2)=CC=1.N(C(OC(C)C)=O)=NC(OC(C)C)=O>C1COCC1>[N:23]1[C:32]2[NH:31][CH2:30][CH2:29][CH2:28][C:27]=2[CH:26]=[CH:25][C:24]=1[CH2:33][CH2:34][O:1][C:2]1[CH:3]=[CH:4][C:5]2[CH2:11][C@@H:10]([CH2:12][C:13]([O:15][CH2:16][CH3:17])=[O:14])[C:9]3[CH:18]=[CH:19][CH:20]=[CH:21][C:8]=3[CH2:7][C:6]=2[CH:22]=1. Reported procedure: To a solution of ethyl (S)-10,11 -dihydro-3-hydroxy-5H-dibenzo[a,d]cycloheptene-10-acetate (200 mg, 0.67 mmole), 2-(5,6,7,8-tetrahydro-1,8-naphthyridin-2-yl)-1 -ethanol (241 mg, 1.35 mmole), and PPh3 (354 mg, 1.35 mmole) in dry THF (5 mL) was added diisopropyl azodicarboxylate (0.27 mL, 1.35 mmole) at 0° C. The mixture was allowed to warm to RT as the bath warmed. After 18 hr, the mixture was concentrated under reduced pressure. The residue was chromatographed on silica gel (1:4.5 hexanes/Et2O) ... The reactants are OC=1C=CC2=C(CC3=C([C@@H](C2)CC(=O)OCC)C=CC=C3)C1 (ethyl (S)-10,11 -dihydro-3-hydroxy-5H-dibenzo[a,d]cycloheptene-10-acetate), N1=C(C=CC=2CCCNC12)CCO (2-(5,6,7,8-tetrahydro-1,8-naphthyridin-2-yl)-1 -ethanol), C1=CC=C(C=C1)P(C2=CC=CC=C2)C3=CC=CC=C3 (PPh3), N(=NC(=O)OC(C)C)C(=O)OC(C)C (diisopropyl azodicarboxylate). Solvent: C1CCOC1 (THF). Isolated yield 30.7%. Yields the product N1=C(C=CC=2CCCNC12)CCOC=1C=CC2=C(CC3=C([C@@H](C2)CC(=O)OCC)C=CC=C3)C1 (Ethyl (S)-10,11-dihydro-3-[2-(5,6,7,8-tetrahydro-1,8-naphthyridin-2-yl)-1-ethoxy]-5H-dibenzo[a,d]cycloheptene-10-acetate). Reactants: S(=O)(=O)(OCCC(F)(F)F)C1=CC=C(C)C=C1 (3,3,3-trifluoropropyl tosylate), OC=1C=C(C=O)C=CC1 (3-hydroxybenzaldehyde), C(=O)([O-])[O-].[K+].[K+] (K2CO3). The solvent is CN(C)C=O (DMF), O (water). Reaction conditions: time 18 hour. The product is FC(CCOC=1C=C(C=O)C=CC1)(F)F (3-(3,3,3-Trifluoropropoxy)benzaldehyde). RXN SMILES: S(C1C=CC(C)=CC=1)(O[CH2:5][CH2:6][C:7]([F:10])([F:9])[F:8])(=O)=O.[OH:18][C:19]1[CH:20]=[C:21]([CH:24]=[CH:25][CH:26]=1)[CH:22]=[O:23].C([O-])([O-])=O.[K+].[K+]>CN(C=O)C.O>[F:8][C:7]([F:10])([F:9])[CH2:6][CH2:5][O:18][C:19]1[CH:20]=[C:21]([CH:24]=[CH:25][CH:26]=1)[CH:22]=[O:23] |f:2.3.4|. Procedure: Combine 3,3,3-trifluoropropyl tosylate (4.057 gm; 15.12 mmol), 3-hydroxybenzaldehyde (1.85 gm; 15.12 mmol), and K2CO3 (4.15 gm; 30.0 mmol) in DMF (80 mL) and heat at 100° C. After 18 hours, cool to room temperature, dilute with water (200 mL) and extract with dichloromethane (2×200 mL). Combine organic extracts and wash sequentially with water (100 mL), 0.1 M NaOH (2×100 mL), saturated sodium bicarbonate (100 mL) and saturated brine (100 mL), dry (MgSO4), and concentrate. Chromatography on silic... Reactants: OC=1C(=NC=CC1)C(=O)O (3-Hydroxypicolinic acid), S(O)(O)(=O)=O (sulfuric acid), C(O)([O-])=O.[Na+] (sodium hydrogencarbonate). Solvent: CO (methanol). Yields the product OC=1C(=NC=CC1)C(=O)OC (Methyl 3-hydroxypicolinate). The yield is 64.0%. As a reaction SMILES: [OH:1][C:2]1[C:3]([C:8]([OH:10])=[O:9])=[N:4][CH:5]=[CH:6][CH:7]=1.S(=O)(=O)(O)O.[C:16](=O)([O-])O.[Na+]>CO>[OH:1][C:2]1[C:3]([C:8]([O:10][CH3:16])=[O:9])=[N:4][CH:5]=[CH:6][CH:7]=1 |f:2.3|. Reported procedure: 3-Hydroxypicolinic acid (1.0 g) was suspended in methanol (10 ml) and concentrated sulfuric acid (1.0 ml) was added. The mixture was refluxed under heating for 5 hr. The reaction mixture was ice-cooled, neutralized with saturated aqueous sodium hydrogencarbonate, and extracted with chloroform. The organic layer was washed with water and saturated brine, and dried over anhydrous magnesium sulfate. The solvent was evaporated under reduced pressure to give the title compound (711 mg, yield 64%). Starting materials: Cc1c(OCc2ccccc2)ccc2c(=O)cc(S)oc12, Cc1ccc(S(=O)(=O)O)cc1, Cc1ccccc1, c1ccc(N2CCNCC2)nc1. Product: Cc1c(OCc2ccccc2)ccc2c(=O)cc(N3CCN(c4ccccn4)CC3)oc12. RXN SMILES: [CH3:1][c:2]1[c:3]([O:14][CH2:15][c:16]2[cH:17][cH:18][cH:19][cH:20][cH:21]2)[cH:4][cH:5][c:6]2[c:7](=[O:13])[cH:8][c:9]([SH:12])[o:10][c:11]12.[CH3:34][c:35]1[cH:36][cH:37][c:38]([S:39]([OH:40])(=[O:41])=[O:42])[cH:43][cH:44]1.[CH3:45][c:46]1[cH:47][cH:48][cH:49][cH:50][cH:51]1.[n:22]1[c:23]([N:28]2[CH2:29][CH2:30][NH:31][CH2:32][CH2:33]2)[cH:24][cH:25][cH:26][cH:27]1>>[CH3:1][c:2]1[c:3]([O:14][CH2:15][c:16]2[cH:17][cH:18][cH:19][cH:20][cH:21]2)[cH:4][cH:5][c:6]2[c:7](=[O:13])[cH:8][c:9]([N:31]3[CH2:30][CH2:29][N:28]([c:23]4[n:22][cH:27][cH:26][cH:25][cH:24]4)[CH2:33][CH2:32]3)[o:10][c:11]12. The reactants are CC(C)C[Al+]CC(C)C, C1CCOC1, CCOC(=O)C1(Cc2ccc(C)cc2)CCCN(C(=O)OC(C)(C)C)C1, [H-]. The product is Cc1ccc(CC2(CO)CCCN(C(=O)OC(C)(C)C)C2)cc1. Reaction SMILES: [CH2:2]([Al+:3][CH2:4][CH:5]([CH3:6])[CH3:7])[CH:8]([CH3:9])[CH3:10].[CH2:37]1[O:38][CH2:39][CH2:40][CH2:41]1.[CH3:11][c:12]1[cH:13][cH:14][c:15]([CH2:16][C:17]2([C:30](=[O:31])[O:32][CH2:33][CH3:34])[CH2:18][N:19]([C:23](=[O:24])[O:25][C:26]([CH3:27])([CH3:28])[CH3:29])[CH2:20][CH2:21][CH2:22]2)[cH:35][cH:36]1.[H-:1]>>[CH3:11][c:12]1[cH:13][cH:14][c:15]([CH2:16][C:17]2([CH2:30][OH:31])[CH2:18][N:19]([C:23](=[O:24])[O:25][C:26]([CH3:27])([CH3:28])[CH3:29])[CH2:20][CH2:21][CH2:22]2)[cH:35][cH:36]1.